From a dataset of the Open Reaction Database (ORD), a public repository of structured organic reaction records. describe an organic reaction: reactants, conditions, products, and yield Reactants: OC1=CC=C(C=C1)CCC(=O)C=1SC(=CC1)C1=CC=C(C=C1)C(F)(F)F (3-(4-hydroxyphenyl)-1-(5-(4-(trifluoromethyl)-phenyl)thien-2-yl)propan-1-one), BrC(C(=O)OC(C)(C)C)CC (tert-butyl 2-bromobutanoate). The product is O=C(CCC1=CC=C(OC(C(=O)OC(C)(C)C)CC)C=C1)C=1SC(=CC1)C1=CC=C(C=C1)C(F)(F)F (Tert-butyl 2-(4-(3-oxo-3-(5-(4-(trifluoromethyl)phenyl)thien-2-yl)propyl)-phenoxy)butanoate). RXN SMILES: [OH:1][C:2]1[CH:7]=[CH:6][C:5]([CH2:8][CH2:9][C:10]([C:12]2[S:13][C:14]([C:17]3[CH:22]=[CH:21][C:20]([C:23]([F:26])([F:25])[F:24])=[CH:19][CH:18]=3)=[CH:15][CH:16]=2)=[O:11])=[CH:4][CH:3]=1.Br[CH:28]([CH2:36][CH3:37])[C:29]([O:31][C:32]([CH3:35])([CH3:34])[CH3:33])=[O:30]>>[O:11]=[C:10]([C:12]1[S:13][C:14]([C:17]2[CH:22]=[CH:21][C:20]([C:23]([F:26])([F:24])[F:25])=[CH:19][CH:18]=2)=[CH:15][CH:16]=1)[CH2:9][CH2:8][C:5]1[CH:6]=[CH:7][C:2]([O:1][CH:28]([CH2:36][CH3:37])[C:29]([O:31][C:32]([CH3:35])([CH3:34])[CH3:33])=[O:30])=[CH:3][CH:4]=1. Procedure details: Tert-butyl 2-(4-(3-oxo-3-(5-(4-(trifluoromethyl)phenyl)thien-2-yl)propyl)-phenoxy)butanoate is prepared from 3-(4-hydroxyphenyl)-1-(5-(4-(trifluoromethyl)-phenyl)thien-2-yl)propan-1-one and tert-butyl 2-bromobutanoate according to general procedure D.